The task is: describe an organic reaction: reactants, conditions, products, and yield. This data is from the Open Reaction Database (ORD), a public repository of structured organic reaction records. Starting materials: C1(CCCC1)N(C(NC=1SC(=CN1)SCC(=O)O)=O)[C@@H]1CC[C@H](CC1)CC ({2-[3-cyclopentyl-3-(trans-4-ethyl-cyclohexyl)-ureido]-thiazol-5-ylsulfanyl}-acetic acid), C(C)(C)(C)C1CCC(CC1)NC1CCCC1 ((4-tert-butyl-cyclohexyl)-cyclopentyl-amine), C(C)OC(CCSC1=CN=C(S1)N)=O (3-(2-amino-thiazol-5-ylsulfanyl)-propionic acid ethyl ester). The product is C(C)(C)(C)[C@@H]1CC[C@H](CC1)N(C(NC=1SC(=CN1)SCCC(=O)O)=O)C1CCCC1 (3-{2-[3-(trans-4-tert-Butyl-cyclohexyl)-3-cyclopentyl-ureido]-thiazol-5-ylsulfanyl}-propionic acid). Reaction SMILES: C1(N([C@H]2CC[C@H](CC)CC2)[C:7](=[O:19])[NH:8][C:9]2[S:10][C:11]([S:14][CH2:15][C:16](O)=O)=[CH:12][N:13]=2)CCCC1.[C:28]([CH:32]1[CH2:37][CH2:36][CH:35]([NH:38][CH:39]2[CH2:43][CH2:42][CH2:41][CH2:40]2)[CH2:34][CH2:33]1)([CH3:31])([CH3:30])[CH3:29].C([O:46][C:47](=[O:57])CCSC1SC(N)=NC=1)C>>[C:28]([C@H:32]1[CH2:37][CH2:36][C@H:35]([N:38]([CH:39]2[CH2:43][CH2:42][CH2:41][CH2:40]2)[C:7](=[O:19])[NH:8][C:9]2[S:10][C:11]([S:14][CH2:15][CH2:16][C:47]([OH:57])=[O:46])=[CH:12][N:13]=2)[CH2:34][CH2:33]1)([CH3:31])([CH3:29])[CH3:30]. Reported procedure: Prepared in a similar manner to {2-[3-cyclopentyl-3-(trans-4-ethyl-cyclohexyl)-ureido]-thiazol-5-ylsulfanyl}-acetic acid via (4-tert-butyl-cyclohexyl)-cyclopentyl-amine and 3-(2-amino-thiazol-5-ylsulfanyl)-propionic acid ethyl ester to give the title compound. The reactants are C(C)OC(CNC1=NC=CC=C1NC(=O)C1=NC=CC(=C1)Cl)=O (N-[3-[[(4-chloro-2-pyridinyl)carbonyl]amino]-2-pyridinyl]glycine ethyl ester). Solvent: C(Cl)Cl (methylene chloride). Product: C(C)OC(CN1C(=NC=2C1=NC=CC2)C2=NC=CC(=C2)Cl)=O (2-(4-Chloro-2-pyridinyl)-3H-imidazo[4,5-b]pyridine-3-acetic acid ethyl ester). The yield is 20.8%. RXN SMILES: [CH2:1]([O:3][C:4](=[O:23])[CH2:5][NH:6][C:7]1[C:12]([NH:13][C:14]([C:16]2[CH:21]=[C:20]([Cl:22])[CH:19]=[CH:18][N:17]=2)=O)=[CH:11][CH:10]=[CH:9][N:8]=1)[CH3:2]>C(Cl)Cl>[CH2:1]([O:3][C:4](=[O:23])[CH2:5][N:6]1[C:7]2=[N:8][CH:9]=[CH:10][CH:11]=[C:12]2[N:13]=[C:14]1[C:16]1[CH:21]=[C:20]([Cl:22])[CH:19]=[CH:18][N:17]=1)[CH3:2]. Procedure details: The cyclization was effected by heating 12.3 g (0.037 mole) of N-[3-[[(4-chloro-2-pyridinyl)carbonyl]amino]-2-pyridinyl]glycine ethyl ester at 200°-210° C. (oil bath) for 15 minutes. The dark residue was dissolved in methylene chloride and filtered. The filtrate was treated with Florisil®, filtered, and evaporated to an oil, which crystallized upon standing. The solid was recrystallized from methanol-water, washed with 50% aqueous methanol, and dried under high vacuum at 50° C. overnight to give... Reactants: CC1=C(N=C(S1)C1=CC=C(C=C1)C(F)(F)F)CCO (2-[5-methyl-2-(4-trifluoromethyl-phenyl)-thiazol-4-yl]-ethanol), C1(=CC=CC=C1)P(C1=CC=CC=C1)C1=CC=CC=C1 (triphenylphosphine), N(=NC(=O)OC(C)(C)C)C(=O)OC(C)(C)C (DBAD), COC(C(CC1=CC=C(C=2CCCCC12)O)OCC)=O ([rac]-2-ethoxy-3-(4-hydroxy-5,6,7,8-tetrahydro-naphthalen-1-yl)-propionic acid methyl ester). Solvent: O1CCCC1 (tetrahydrofuran). Yields the product COC(C(CC1=CC=C(C=2CCCCC12)OCCC1=C(N=C(S1)C1=CC=C(C=C1)C(F)(F)F)C)OCC)=O ([rac]-2-ethoxy-3-(4-{2-[4-methyl-2-(4-trifluoromethyl-phenyl)-thiazol-5-yl]-ethoxy}-5,6,7,8-tetrahydro-naphthalen-1-yl)-propionic acid methyl ester). RXN SMILES: [CH3:1][O:2][C:3](=[O:20])[CH:4]([O:17][CH2:18][CH3:19])[CH2:5][C:6]1[C:15]2[CH2:14][CH2:13][CH2:12][CH2:11][C:10]=2[C:9]([OH:16])=[CH:8][CH:7]=1.[CH3:21][C:22]1[S:26][C:25]([C:27]2[CH:32]=[CH:31][C:30]([C:33]([F:36])([F:35])[F:34])=[CH:29][CH:28]=2)=[N:24][C:23]=1[CH2:37]CO.[C:40]1(P(C2C=CC=CC=2)C2C=CC=CC=2)C=CC=CC=1.N(C(OC(C)(C)C)=O)=NC(OC(C)(C)C)=O>O1CCCC1>[CH3:1][O:2][C:3](=[O:20])[CH:4]([O:17][CH2:18][CH3:19])[CH2:5][C:6]1[C:15]2[CH2:14][CH2:13][CH2:12][CH2:11][C:10]=2[C:9]([O:16][CH2:40][CH2:21][C:22]2[S:26][C:25]([C:27]3[CH:28]=[CH:29][C:30]([C:33]([F:34])([F:35])[F:36])=[CH:31][CH:32]=3)=[N:24][C:23]=2[CH3:37])=[CH:8][CH:7]=1. Procedure: In analogy to the procedure described in example 1 d], [rac]-2-ethoxy-3-(4-hydroxy-5,6,7,8-tetrahydro-naphthalen-1-yl)-propionic acid methyl ester (example 2 c]) was reacted with 2-[4-methyl-2-(4-trifluoromethyl-phenyl)-thiazol-5-yl]-ethanol [PCT Int. Appl. (2001), WO 01/00603 A1] in tetrahydrofuran in the presence of triphenylphosphine and DBAD (di-tert-butyl azodicarboxylate) to yield [rac]-2-ethoxy-3-(4-{2-[4-methyl-2-(4-trifluoromethyl-phenyl)-thiazol-5-yl]-ethoxy}-5,6,7,8-tetrahydro-naphtha...